This data is from the Open Reaction Database (ORD), a public repository of structured organic reaction records. The task is: describe an organic reaction: reactants, conditions, products, and yield Reactants: CS(=O)(=O)c1nc2cnccc2s1, ClC(Cl)Cl, CCOC(=O)N1CCC(N)CC1. The product is CCOC(=O)N1CCC(Nc2nc3cnccc3s2)CC1. RXN SMILES: [CH3:13][S:14](=[O:15])(=[O:16])[c:17]1[s:18][c:19]2[c:20]([cH:21][n:22][cH:23][cH:24]2)[n:25]1.[Cl:26][CH:27]([Cl:28])[Cl:29].[NH2:1][CH:2]1[CH2:3][CH2:4][N:5]([C:8](=[O:9])[O:10][CH2:11][CH3:12])[CH2:6][CH2:7]1>>[NH:1]([CH:2]1[CH2:3][CH2:4][N:5]([C:8](=[O:9])[O:10][CH2:11][CH3:12])[CH2:6][CH2:7]1)[c:17]1[s:18][c:19]2[c:20]([cH:21][n:22][cH:23][cH:24]2)[n:25]1. The reactants are C(CC1=CC=CC=C1)NC1=NC=CC(=N1)N1C=2N(CCC1)C(C=C(C2)C2=CC=CC=C2)=O (1-(2-phenethylamino-pyrimidin-4-yl)-8-phenyl-1,2,3,4-tetrahydro-pyrido[1,2-a]pyrimidin-6-one), sulfoxide sulfone, NC(CC=1C=C(C=CC1)CO)C ([3-(2-amino-propyl)-phenyl]-methanol). The product is OCC=1C=C(C=CC1)CC(C)NC1=NC=CC(=N1)N1CCN2C1=CC(=CC2=O)C2=CC=CC=C2 (1-{2-[2-(3-Hydroxymethyl-phenyl)-1-methyl-ethylamino]-pyrimidin-4-yl}-7-phenyl-2,3-dihydro-1H-imidazo[1,2-a]pyridin-5-one). As a reaction SMILES: C(N[C:10]1[N:15]=[C:14]([N:16]2[CH2:21]C[CH2:19][N:18]3[C:22](=[O:32])[CH:23]=[C:24]([C:26]4[CH:31]=[CH:30][CH:29]=[CH:28][CH:27]=4)[CH:25]=[C:17]23)[CH:13]=[CH:12][N:11]=1)CC1C=CC=CC=1.[NH2:33][CH:34]([CH3:44])[CH2:35][C:36]1[CH:37]=[C:38]([CH2:42][OH:43])[CH:39]=[CH:40][CH:41]=1>>[OH:43][CH2:42][C:38]1[CH:37]=[C:36]([CH2:35][CH:34]([NH:33][C:10]2[N:15]=[C:14]([N:16]3[C:17]4=[CH:25][C:24]([C:26]5[CH:27]=[CH:28][CH:29]=[CH:30][CH:31]=5)=[CH:23][C:22](=[O:32])[N:18]4[CH2:19][CH2:21]3)[CH:13]=[CH:12][N:11]=2)[CH3:44])[CH:41]=[CH:40][CH:39]=1. Procedure details: Following the same procedure described for the synthesis of 1-(2-phenethylamino-pyrimidin-4-yl)-8-phenyl-1,2,3,4-tetrahydro-pyrido[1,2-a]pyrimidin-6-one, the sulfoxide/sulfone (0.4 g) was displaced with [3-(2-amino-propyl)-phenyl]-methanol (1.2 eq) to give the title compound as a light yellow solid. MS m/e 454 (M+H)+. Reactants: solution, O=C[C@H](O)[C@@H](O)[C@H](O)[C@H](O)CO (dextrose), C([C@@H](O)[C@@H](O)[C@H](O)[C@H](O)CO)O (mannitol), pectin, Cl (HCl), N(C)C[C@H](O)[C@@H](O)[C@H](O)[C@H](O)CO (meglumine). The product is O=C[C@H](O)[C@@H](O)[C@H](O)[C@H](O)CO.C([C@@H](O)[C@@H](O)[C@H](O)[C@H](O)CO)O (dextrose mannitol). Reaction SMILES: Cl.N(C[C@@H]([C@H]([C@@H]([C@@H](CO)O)O)O)O)C.[O:15]=[CH:16][C@@H:17]([C@H:19]([C@@H:21]([C@@H:23]([CH2:25][OH:26])[OH:24])[OH:22])[OH:20])[OH:18].[CH2:27]([OH:38])[C@H:28]([C@H:30]([C@@H:32]([C@@H:34]([CH2:36][OH:37])[OH:35])[OH:33])[OH:31])[OH:29]>>[O:15]=[CH:16][C@@H:17]([C@H:19]([C@@H:21]([C@@H:23]([CH2:25][OH:26])[OH:24])[OH:22])[OH:20])[OH:18].[CH2:36]([OH:37])[C@H:34]([C@H:32]([C@@H:30]([C@@H:28]([CH2:27][OH:38])[OH:29])[OH:31])[OH:33])[OH:35] |f:4.5|. Procedure: Solutions containing pectin (Slendid 100) (20 mg/ml) were prepared at pH 3, 4, 5 and 6 (pH adjustments were made with 0.1M HCl or 0.1M meglumine). Into 5 ml of each solution was dissolved 0, 62.5, 125, 187.5 or 200 mg anhydrous dextrose or mannitol to give approximate dextrose/mannitol concentrations of 0, 12.5, 25, 37.5 or 50 mg/ml respectively. An excess of buprenorphine hydrochloride was then added and the mixture stirred overnight at 18° C. Saturated buprenorphine hydrochloride solutions wer... Starting materials: FC(F)(F)CCCCCCCCCBr, CC#N, c1ccc(P(c2ccccc2)c2ccccc2)cc1. Yields the product [Br-], FC(F)(F)CCCCCCCCC[P+](c1ccccc1)(c1ccccc1)c1ccccc1. RXN SMILES: [Br:1][CH2:2][CH2:3][CH2:4][CH2:5][CH2:6][CH2:7][CH2:8][CH2:9][CH2:10][C:11]([F:12])([F:13])[F:14].[CH3:34][C:35]#[N:36].[c:15]1([P:21]([c:22]2[cH:23][cH:24][cH:25][cH:26][cH:27]2)[c:28]2[cH:29][cH:30][cH:31][cH:32][cH:33]2)[cH:16][cH:17][cH:18][cH:19][cH:20]1>>[Br-:1].[CH2:2]([CH2:3][CH2:4][CH2:5][CH2:6][CH2:7][CH2:8][CH2:9][CH2:10][C:11]([F:12])([F:13])[F:14])[P+:21]([c:15]1[cH:16][cH:17][cH:18][cH:19][cH:20]1)([c:22]1[cH:23][cH:24][cH:25][cH:26][cH:27]1)[c:28]1[cH:29][cH:30][cH:31][cH:32][cH:33]1. Starting materials: ICC(C)C (1-Iodo-2-methylpropane), C(C)(=O)C1=CC=C(C(C(=O)OC)=C1)O (methyl 5-acetylsalicylate), C([O-])([O-])=O.[K+].[K+] (potassium carbonate), ICC(C)C (1-iodo-2-methylpropane), C([O-])([O-])=O.[K+].[K+] (potassium carbonate), ICC(C)C (1-iodo-2-methylpropane), C([O-])([O-])=O.[K+].[K+] (potassium carbonate). Solvent: C(C)#N (acetonitrile). Conditions: temperature 60 celsius, time 18 hour. Yields the product C(C)(=O)C=1C=CC(=C(C(=O)OC)C1)OCC(C)C (Methyl 5-acetyl-2-isobutoxybenzoate). RXN SMILES: I[CH2:2][CH:3]([CH3:5])[CH3:4].[C:6]([C:9]1[CH:18]=[C:13]([C:14]([O:16][CH3:17])=[O:15])[C:12]([OH:19])=[CH:11][CH:10]=1)(=[O:8])[CH3:7].C(=O)([O-])[O-].[K+].[K+]>C(#N)C>[C:6]([C:9]1[CH:10]=[CH:11][C:12]([O:19][CH2:2][CH:3]([CH3:5])[CH3:4])=[C:13]([CH:18]=1)[C:14]([O:16][CH3:17])=[O:15])(=[O:8])[CH3:7] |f:2.3.4|. Procedure details: 1-Iodo-2-methylpropane (13.35 ml, 117 mmol) was added to a mixture of methyl 5-acetylsalicylate (15 g, 77 mmol) and potassium carbonate (16 g, 117 mmol) in acetonitrile (500 ml), and the reaction stirred at 60° C. for 18 hours. TLC analysis showed starting material remaining, so additional 1-iodo-2-methylpropane (26.7 ml, 234 mmol) and potassium carbonate (16 g, 117 mmol) were added and the reaction stirred at 60° C. for a further 72 hours. TLC analysis showed starting material still remaining, ... Reactants: C(C)(=O)NN (acetic acid hydrazide), ClC=1C=CC2=C(C(=CCC(N2)=O)C2=CC=CC=C2)C1 (7-chloro-5-phenyl-1,3-dihydro-2H-1-benzazepin-2-one), [H-].[Na+] (sodium hydride), N1(CCOCC1)P(=O)(N1CCOCC1)Cl (bis-(4-morpholinyl)phosphinic acid chloride). The solvent is C(CCC)O (n-butanol), O1CCCC1 (tetrahydrofuran). Reaction conditions: time 1 hour. Yields the product ClC=1C=CC2=C(C(=CCC=3N2C(=NN3)C)C3=CC=CC=C3)C1 (8-chloro-1-methyl-6-phenyl-4H-s-triazolo[4,3-a][1]benzazepine). Reaction SMILES: [Cl:1][C:2]1[CH:3]=[CH:4][C:5]2[NH:11][C:10](=O)[CH2:9][CH:8]=[C:7]([C:13]3[CH:18]=[CH:17][CH:16]=[CH:15][CH:14]=3)[C:6]=2[CH:19]=1.[H-].[Na+].N1(P(Cl)(N2CCOCC2)=O)CCOCC1.[C:37]([NH:40][NH2:41])(=O)[CH3:38]>O1CCCC1.C(O)CCC>[Cl:1][C:2]1[CH:3]=[CH:4][C:5]2[N:11]3[C:37]([CH3:38])=[N:40][N:41]=[C:10]3[CH2:9][CH:8]=[C:7]([C:13]3[CH:18]=[CH:17][CH:16]=[CH:15][CH:14]=3)[C:6]=2[CH:19]=1 |f:1.2|. Reported procedure: A solution of 1.075 g of 7-chloro-5-phenyl-1,3-dihydro-2H-1-benzazepin-2-one in 20 ml of dry tetrahydrofuran is treated with 0.23 g of sodium hydride (50% dispersion in mineral oil) and stirred at 60° for 1 hour. The mixture is then cooled to room temperature, treated with 1.53 g of bis-(4-morpholinyl)phosphinic acid chloride and stirred at this temperature for a further 2 hours. A solution of 0.593 g of acetic acid hydrazide in 50 ml of n-butanol is subsequently added thereto, the mixture is he...